Dataset: the Open Reaction Database (ORD), a public repository of structured organic reaction records. Task: describe an organic reaction: reactants, conditions, products, and yield Reactants: NC1=C(C=C(C(=C1)Cl)N1[C@@H](CCC1)COC)NC(NC=1C=C(CNC(=O)C2(CC2)C(F)(F)F)C=CC1Cl)=S ((S)—N-(3-(3-(2-amino-4-chloro-5-(2-(methoxymethyl)pyrrolidin-1-yl)phenyl)thioureido)-4-chlorobenzyl)-1-(trifluoromethyl)cyclopropanecarboxamide), C(CCl)Cl (EDC), CN(C)C=O (DMF). Run in [Cl-].[Na+].O (brine). Conditions: temperature 90 celsius, time 8 hour. Yields the product ClC1=C(C=C(CNC(=O)C2(CC2)C(F)(F)F)C=C1)NC1=NC2=C(N1)C=C(C(=C2)Cl)N2[C@@H](CCC2)COC ((S)—N-(4-Chloro-3-(5-chloro-6-(2-(methoxymethyl)pyrrolidin-1-yl)-1H-benzo[d]imidazol-2-ylamino)benzyl)-1-(trifluoromethyl)cyclopropanecarboxamide). Reaction SMILES: [NH2:1][C:2]1[CH:7]=[C:6]([Cl:8])[C:5]([N:9]2[CH2:13][CH2:12][CH2:11][C@H:10]2[CH2:14][O:15][CH3:16])=[CH:4][C:3]=1[NH:17][C:18](=S)[NH:19][C:20]1[CH:21]=[C:22]([CH:34]=[CH:35][C:36]=1[Cl:37])[CH2:23][NH:24][C:25]([C:27]1([C:30]([F:33])([F:32])[F:31])[CH2:29][CH2:28]1)=[O:26].C(Cl)CCl.CN(C=O)C>[Cl-].[Na+].O>[Cl:37][C:36]1[CH:35]=[CH:34][C:22]([CH2:23][NH:24][C:25]([C:27]2([C:30]([F:33])([F:32])[F:31])[CH2:29][CH2:28]2)=[O:26])=[CH:21][C:20]=1[NH:19][C:18]1[NH:17][C:3]2[CH:4]=[C:5]([N:9]3[CH2:13][CH2:12][CH2:11][C@H:10]3[CH2:14][O:15][CH3:16])[C:6]([Cl:8])=[CH:7][C:2]=2[N:1]=1 |f:3.4.5|. Procedure: A mixture of (S)—N-(3-(3-(2-amino-4-chloro-5-(2-(methoxymethyl)pyrrolidin-1-yl)phenyl)thioureido)-4-chlorobenzyl)-1-(trifluoromethyl)cyclopropanecarboxamide (110 mg; 0.19 mmol), EDC (36 mg; 0.19 mmol) and DMF (4 mL) was stirred at 90° C. overnight. The mixture was poured into brine and extracted with CH2Cl2. The organic layer was dried over Na2SO4, filtered and concentrated and the residue was purified by column chromatography. The reactants are BrC1=C(C=CC=C1)O (2-bromophenol), C([O-])([O-])=O.[K+].[K+] (potassium carbonate), BrCCF (1-bromo-2-fluoroethane). Run in CN(C=O)C (N,N-dimethylformamide). The product is FCCOC1=C(C=CC=C1)Br (2-bromophenyl 2-fluoroethyl ether). The yield is 77.1%. RXN SMILES: [Br:1][C:2]1[CH:7]=[CH:6][CH:5]=[CH:4][C:3]=1[OH:8].C(=O)([O-])[O-].[K+].[K+].Br[CH2:16][CH2:17][F:18]>CN(C)C=O>[F:18][CH2:17][CH2:16][O:8][C:3]1[CH:4]=[CH:5][CH:6]=[CH:7][C:2]=1[Br:1] |f:1.2.3|. Procedure: In a manner similar to that disclosed in German Offenlegungschrift DE No. 3,402,483, the reaction of 5.0 grams (0.029 mole) of 2-bromophenol, 6.0 grams (0.043 mole) of potassium carbonate, and 5.5 grams (0.03 mole) of 1-bromo-2-fluoroethane in 50 ml of N,N-dimethylformamide yielded 4.9 grams of 2-bromophenyl 2-fluoroethyl ether as an oil.